Dataset: the Open Reaction Database (ORD), a public repository of structured organic reaction records. Task: describe an organic reaction: reactants, conditions, products, and yield Reactants: COC=1C=CC2=C(SC(=C2OC2=CC=C(C=C2)CCC(=O)OC(C)(C)C)C2=CC=C(C=C2)OC)C1 (tert-butyl 3-(4-((6-methoxy-2-(4-methoxyphenyl)benzo[b]thiophen-3-yl)oxy)phenyl)propanoate), B(Br)(Br)Br (BBr3). Solvent: C(Cl)Cl (DCM). Conditions: temperature 0 celsius, time 1 hour. The product is OC=1C=CC2=C(SC(=C2OC2=CC=C(C=C2)CCC(=O)O)C2=CC=C(C=C2)O)C1 (3-(4-((6-hydroxy-2-(4-hydroxyphenyl)-benzo[b]thiophen-3-yl)oxy)phenyl)propanoic acid). Isolated yield 36.4%. Reaction SMILES: C[O:2][C:3]1[CH:4]=[CH:5][C:6]2[C:10]([O:11][C:12]3[CH:17]=[CH:16][C:15]([CH2:18][CH2:19][C:20]([O:22]C(C)(C)C)=[O:21])=[CH:14][CH:13]=3)=[C:9]([C:27]3[CH:32]=[CH:31][C:30]([O:33]C)=[CH:29][CH:28]=3)[S:8][C:7]=2[CH:35]=1.B(Br)(Br)Br>C(Cl)Cl>[OH:2][C:3]1[CH:4]=[CH:5][C:6]2[C:10]([O:11][C:12]3[CH:17]=[CH:16][C:15]([CH2:18][CH2:19][C:20]([OH:22])=[O:21])=[CH:14][CH:13]=3)=[C:9]([C:27]3[CH:28]=[CH:29][C:30]([OH:33])=[CH:31][CH:32]=3)[S:8][C:7]=2[CH:35]=1. Reported procedure: To a solution of tert-butyl 3-(4-((6-methoxy-2-(4-methoxyphenyl)benzo[b]thiophen-3-yl)oxy)phenyl)propanoate (27 mg, 0.055 mmol) in DCM (1.7 mL) at 0° C. was added BBr3 (1.0 M in DCM, 0.220 mL, 0.220 mmol) dropwise (reaction turned brown in color and a solid immediately precipitated from the solution). The resulting mixture was stirred at 0° C. for 1 h after which the reaction was quenched with ice water (3.0 mL) and allowed to warm to room temperature with vigorous stirring. The resulting mixtur...